This data is from the Open Reaction Database (ORD), a public repository of structured organic reaction records. The task is: describe an organic reaction: reactants, conditions, products, and yield Reactants: Cl.N1(CCCC1)N (pyrrolidin-1-ylamine hydrochloride), COC(CCC=1C(N(C(NC1)=O)N)=O)=O (3-amino-2,4-dioxo-1,2,3,4-tetrahydro-pyrimidin-5-propionic acid methyl ester), N1(CCCC1)NC(=O)C=1C=NC(=NC1)C1=CC(=CC=C1)F (2-(3-fluoro-phenyl)-pyrimidine-5-carboxylic acid pyrrolidin 1-yl-amide). Product: N1(CCCC1)NC(=O)C=1C=NC(=NC1)C1=CC=CC=C1 (2-Phenyl-pyrimidine-5-carboxylic acid pyrrolidin-1-yl-amide). RXN SMILES: Cl.N1(N)CCCC1.COC(=O)CCC1C(=O)N(N)C(=O)NC=1.[N:23]1([NH:28][C:29]([C:31]2[CH:32]=[N:33][C:34]([C:37]3[CH:42]=[CH:41][CH:40]=[C:39](F)[CH:38]=3)=[N:35][CH:36]=2)=[O:30])[CH2:27][CH2:26][CH2:25][CH2:24]1>>[N:23]1([NH:28][C:29]([C:31]2[CH:36]=[N:35][C:34]([C:37]3[CH:42]=[CH:41][CH:40]=[CH:39][CH:38]=3)=[N:33][CH:32]=2)=[O:30])[CH2:24][CH2:25][CH2:26][CH2:27]1 |f:0.1|. Procedure: Following procedures similar to those of Example 64 but substituting pyrrolidin-1-ylamine hydrochloride for 3-{3-amino-2,4-dioxo-1,2,3,4-tetrahydro-pyrimidin-5-propionic acid methyl ester, there is prepared 2-(3-fluoro-phenyl)-pyrimidine-5-carboxylic acid pyrrolidin 1-yl-amide (67%) as a solid. MS: 269 (M+H); 1H NMR (300 MHz, CDCl3): δ 1.70-2.20 (m, 4H), 2.70-3.46 (m, 4H), 7.55 (s, 3H), 8.42-8.67(m, 2H), 9.14-9.49 (t, 2H). The reactants are FC(C(=O)O)(F)F (trifluoroacetic acid), C1(=CC=CC=C1)C(N1C(OC(C1=O)C1=CC=C(C=C1)O)=O)(C1=CC=CC=C1)C1=CC=CC=C1 (3-triphenylmethyl-5-p-hydroxyphenyl-2,4-oxazolidinedione). The solvent is O (water). Reaction conditions: time 10 minute. Product: OC1=CC=C(C=C1)C1C(NC(O1)=O)=O (5-p-Hydroxyphenyl-2,4-oxazolidinedione). As a reaction SMILES: FC(F)(F)C(O)=O.C1(C(C2C=CC=CC=2)(C2C=CC=CC=2)[N:15]2[C:19](=[O:20])[CH:18]([C:21]3[CH:26]=[CH:25][C:24]([OH:27])=[CH:23][CH:22]=3)[O:17][C:16]2=[O:28])C=CC=CC=1>O>[OH:27][C:24]1[CH:23]=[CH:22][C:21]([CH:18]2[O:17][C:16](=[O:28])[NH:15][C:19]2=[O:20])=[CH:26][CH:25]=1. Reported procedure: To 10 ml of trifluoroacetic acid was added 500 mg of 3-triphenylmethyl-5-p-hydroxyphenyl-2,4-oxazolidinedione and the reaction mixture stirred at room temperature for 10 minutes. The reaction was poured into 50 ml of water and extracted with ethyl acetate. The organic layer was separated, washed with water (2×40 ml) and dried over sodium sulfate. Removal of the solvent in vacuo gave a yellow solid which was recrystallized from ethyl acetate-cyclohexane, 226 mg. Starting materials: CC1(N[C@H]2[C@@H](NC(C1)=O)CCCC2)C (cis-4,4-dimethyl-decahydro-1,5-benzodiazepin-2-one), [H-].[Na+] (sodium hydride), C(C)I (ethyl iodide). Solvent: O1CCOCC1 (p-dioxane), O1CCOCC1 (dioxane). Conditions: time 1.5 hour. Yields the product C(C)N1C(CC(N[C@H]2[C@@H]1CCCC2)(C)C)=O (cis-N1 -ethyl-4,4-dimethyl-decahydro-1,5-benzodiazepin-2-one). Isolated yield 98.5%. RXN SMILES: [H-].[Na+].[CH3:3][C:4]1([CH3:16])[CH2:10][C:9](=[O:11])[NH:8][C@H:7]2[CH2:12][CH2:13][CH2:14][CH2:15][C@H:6]2[NH:5]1.[CH2:17](I)[CH3:18]>O1CCOCC1>[CH2:17]([N:8]1[C@H:7]2[CH2:12][CH2:13][CH2:14][CH2:15][C@H:6]2[NH:5][C:4]([CH3:16])([CH3:3])[CH2:10][C:9]1=[O:11])[CH3:18] |f:0.1|. Procedure: 1.25 g sodium hydride (50% in oil) was dissolved in p-dioxane in a 250 ml flask, and 4.15 g cis-4,4-dimethyl-decahydro-1,5-benzodiazepin-2-one added. The mixture is stirred for about 1.5 hr. and cooled. 5.0 g ethyl iodide dissolved in 5 ml dioxane was added and the mixture stirred at 55°-60° C. overnight. It is then cooled and the solvent is removed to yield 4.67 g of an oily product. The structure of the compound obtained is confirmed by IR, NMR and mass spectrometer data. Starting materials: O (water), ClC1=CC2=C(OC3=C(CN2C(=O)OC(C)(C)C)C=CC=C3)C=C1 (1,1-dimethylethyl 8-chloro-dibenz[b,f][1,4]oxazepine-10(11H)-carboxylate), methyl 4-formyl benzoate, [Li]CCCC (n-BuLi). The solvent is C1CCOC1 (THF). Conditions: temperature -78 celsius, time 30 minute. The product is ClC1=CC2=C(OC3=C(C4N2C(OC4C4=CC=C(C=C4)CC(=O)O)=O)C=CC=C3)C=C1 (6-chloro-1,13b-dihydro-1-(4-carboxymethylphenyl)-3H-dibenz[b,f]-oxazolo[3,4-d][1,4]oxazepin-3-one). Reaction SMILES: [Cl:1][C:2]1[CH:23]=[CH:22][C:5]2[O:6][C:7]3[CH:21]=[CH:20][CH:19]=[CH:18][C:8]=3[CH2:9][N:10]([C:11]([O:13]C(C)(C)C)=[O:12])[C:4]=2[CH:3]=1.[Li][CH2:25][CH2:26][CH2:27][CH3:28].[OH2:29]>C1COCC1>[Cl:1][C:2]1[CH:23]=[CH:22][C:5]2[O:6][C:7]3[CH:21]=[CH:20][CH:19]=[CH:18][C:8]=3[CH:9]3[CH:28]([C:27]4[CH:23]=[CH:2][C:3]([CH2:4][C:5]([OH:6])=[O:29])=[CH:25][CH:26]=4)[O:13][C:11](=[O:12])[N:10]3[C:4]=2[CH:3]=1. Reported procedure: A stirring solution of 1 (2.0 g, 6.04 mmol) in 40 mL of THF was cooled to -78° C. followed by the addition of n-BuLi (1.6M, 4.32 mL, 6.91 mmol). The mixture was stirred at -78° C. for 30 minutes and treated with methyl 4-formyl benzoate (1.2 g, 7 mmol), and then slowly warmed to room temperature and let stir for 1.5 hours at room temperature, and then diluted with 16 mL of water. The mixture was then extracted with ethyl acetate (200 mL×2) and the combined extracts were washed with brine (satura... RXN SMILES: Br[C:2]1[CH:7]=[CH:6][C:5]([C@@H:8]([N:10]2[CH2:15][CH2:14][C@:13]([CH2:22][CH2:23][CH2:24][OH:25])([C:16]3[CH:21]=[CH:20][CH:19]=[CH:18][CH:17]=3)[O:12][C:11]2=[O:26])[CH3:9])=[CH:4][CH:3]=1.Br[C:28]1[CH:33]=[C:32]([CH3:34])[N:31]=[C:30]([CH3:35])[CH:29]=1>>[CH3:35][C:30]1[CH:29]=[C:28]([C:2]2[CH:3]=[CH:4][C:5]([C@@H:8]([N:10]3[CH2:15][CH2:14][C@:13]([CH2:22][CH2:23][CH2:24][OH:25])([C:16]4[CH:21]=[CH:20][CH:19]=[CH:18][CH:17]=4)[O:12][C:11]3=[O:26])[CH3:9])=[CH:6][CH:7]=2)[CH:33]=[C:32]([CH3:34])[N:31]=1. Product: CC1=NC(=CC(=C1)C1=CC=C(C=C1)[C@H](C)N1C(O[C@](CC1)(C1=CC=CC=C1)CCCO)=O)C ((R)-3-((S)-1-(4-(2,6-dimethylpyridin-4-yl)phenyl)ethyl)-6-(3-hydroxypropyl)-6-phenyl-1,3-oxazinan-2-one). Procedure: The title compound was prepared from (R)-3-((S)-1-(4-bromophenyl)ethyl)-6-(3-hydroxypropyl)-6-phenyl-1,3-oxazinan-2-one following procedures analogous to those described in Example 313 Steps 3 and 4 using 4-bromo-2,6-dimethylpyridine in Step 4. LC-MS Method tR=1.228, m/z=445; 1H NMR (CDCl3) 1.32 (m, 1H) 1.51 (d, 3H), 1.60-1.72 (m, 1H), 1.86-2.02 (m, 2H), 2.19 (m, 1H), 2.25-2.39 (m, 2H), 2.79 (s, 6H), 2.93 (m, 1H), 3.50 (t, 2H), 5.64 (m, 1H), 7.00 (d, 2H), 7.21 (m, 2H), 7.29 (m, 2H), 7.32 (m, 3H)... Starting materials: BrC1=CC=C(C=C1)[C@H](C)N1C(O[C@](CC1)(C1=CC=CC=C1)CCCO)=O ((R)-3-((S)-1-(4-bromophenyl)ethyl)-6-(3-hydroxypropyl)-6-phenyl-1,3-oxazinan-2-one), BrC1=CC(=NC(=C1)C)C (4-bromo-2,6-dimethylpyridine). The reactants are [N+](=O)([O-])C=1C=C(C=CC1)C(=O)C1=CC=C(C=C1)F (4-fluorophenyl 3-nitrophenyl ketone), Cl.FC=1C=C(C=CC1F)[C@@H](C)N ((R)-1-(3,4-difluorophenyl)ethylamine hydrochloride). Yields the product FC=1C=C(C=CC1F)[C@@H](C)NC(C1=CC(=CC=C1)[N+](=O)[O-])C1=CC=C(C=C1)F (N-[(R)-1-(3,4-Difluorophenyl)ethyl]-N-[(4-fluorophenyl)-(3-nitrophenyl)methyl]amine). Yield: 90.8%. RXN SMILES: [N+:1]([C:4]1[CH:5]=[C:6]([C:10]([C:12]2[CH:17]=[CH:16][C:15]([F:18])=[CH:14][CH:13]=2)=O)[CH:7]=[CH:8][CH:9]=1)([O-:3])=[O:2].Cl.[F:20][C:21]1[CH:22]=[C:23]([C@H:28]([NH2:30])[CH3:29])[CH:24]=[CH:25][C:26]=1[F:27]>>[F:20][C:21]1[CH:22]=[C:23]([C@H:28]([NH:30][CH:10]([C:12]2[CH:17]=[CH:16][C:15]([F:18])=[CH:14][CH:13]=2)[C:6]2[CH:7]=[CH:8][CH:9]=[C:4]([N+:1]([O-:3])=[O:2])[CH:5]=2)[CH3:29])[CH:24]=[CH:25][C:26]=1[F:27] |f:1.2|. Procedure: Following a similar procedure to that described in Example (1a), 12.91 g of 4-fluorophenyl 3-nitrophenyl ketone and 10.19 g of (R)-1-(3,4-difluorophenyl)ethylamine hydrochloride were reacted, to obtain 18.47 g of the title compound as a pale yellow oil.